Task: describe an organic reaction: reactants, conditions, products, and yield. Dataset: the Open Reaction Database (ORD), a public repository of structured organic reaction records The reactants are [Na] (sodium), CC1([C@@H](N2[C@H](S1)[C@@H](C2=O)NC(=O)CC=3C=CC=CC3)C(=O)O)C (benzylpenicillin), O (water), [Cl-].[Cl-].IC1=CC=CC=C1 (iodobenzene dichloride), O (water). Run in N1=CC=CC=C1 (pyridine), N1=CC=CC=C1 (pyridine), C(C)(=O)OCC (ethyl acetate). Run at time 90 minute. The product is CC1([C@@H](N2[C@H](S1=O)[C@@H](C2=O)NC(=O)CC3=CC=CC=C3)C(=O)O)C (benzylpenicillin R-sulfoxide). RXN SMILES: [OH2:1].[Cl-].[Cl-].IC1C=CC=CC=1.[Na].[CH3:12][C:13]1([CH3:34])[S:17][C@@H:16]2[C@H:18]([NH:21][C:22]([CH2:24][C:25]3[CH:26]=[CH:27][CH:28]=[CH:29][CH:30]=3)=[O:23])[C:19](=[O:20])[N:15]2[C@H:14]1[C:31]([OH:33])=[O:32]>N1C=CC=CC=1.C(OCC)(=O)C>[CH3:12][C:13]1([CH3:34])[S:17](=[O:1])[C@@H:16]2[C@H:18]([NH:21][C:22]([CH2:24][C:25]3[CH:26]=[CH:27][CH:28]=[CH:29][CH:30]=3)=[O:23])[C:19](=[O:20])[N:15]2[C@H:14]1[C:31]([OH:33])=[O:32] |f:1.2.3,^1:10|. Procedure: 5 ml of water and 3 g (10 mmoles) of iodobenzene dichloride in 40 ml of pyridine were added at -10° C with stirring to a suspension of 7.1 g (20 mmoles) of the sodium salt of benzylpenicillin in 160 ml of pyridine. The solution was stirred for 90 minutes and was poured into 200 ml of water and 500 ml of ethyl acetate. After adjusting the pH to 1.7 with HCl and extraction of the water layer several times with ethyl acetate, the combined organic layers were dried, concentrated and treated with die... The reactants are O=C([O-])[O-], ClC(Cl)Cl, Fc1ccc(COCC2COCc3nc4cnc5ccccc5c4n32)cc1, [Na+], [Na+], O=C(OO)c1cccc(Cl)c1. Product: [O-][n+]1cc2nc3n(c2c2ccccc21)C(COCc1ccc(F)cc1)COC3. RXN SMILES: [C:39](=[O:40])([O-:41])[O-:42].[Cl:45][CH:46]([Cl:47])[Cl:48].[F:1][c:2]1[cH:3][cH:4][c:5]([CH2:6][O:7][CH2:8][CH:9]2[CH2:10][O:11][CH2:12][c:13]3[n:14]2[c:15]2[c:16]([cH:17][n:18][c:19]4[cH:20][cH:21][cH:22][cH:23][c:24]24)[n:25]3)[cH:26][cH:27]1.[Na+:43].[Na+:44].[OH:28][O:29][C:30]([c:31]1[cH:32][c:33]([Cl:34])[cH:35][cH:36][cH:37]1)=[O:38]>>[F:1][c:2]1[cH:3][cH:4][c:5]([CH2:6][O:7][CH2:8][CH:9]2[CH2:10][O:11][CH2:12][c:13]3[n:14]2[c:15]2[c:16]([cH:17][n+:18]([O-:28])[c:19]4[cH:20][cH:21][cH:22][cH:23][c:24]24)[n:25]3)[cH:26][cH:27]1. The reactants are O=C(c1ccccc1)c1cccc2c1NCC2, CI, CN(C)C=O, O. Yields the product CN1CCc2cccc(C(=O)c3ccccc3)c21. RXN SMILES: [C:1]([c:2]1[cH:3][cH:4][cH:5][cH:6][cH:7]1)(=[O:8])[c:9]1[cH:10][cH:11][cH:12][c:13]2[c:17]1[NH:16][CH2:15][CH2:14]2.[CH3:18][I:19].[CH3:21][N:22]([CH3:23])[CH:24]=[O:25].[OH2:20]>>[C:1]([c:2]1[cH:3][cH:4][cH:5][cH:6][cH:7]1)(=[O:8])[c:9]1[cH:10][cH:11][cH:12][c:13]2[c:17]1[N:16]([CH3:18])[CH2:15][CH2:14]2. The reactants are FC1=C(C(=O)O)C(=CC=C1OC)N1N=CC=N1 (2-fluoro-3-methoxy-6-(2H-1,2,3-triazol-2-yl)benzoic acid), C[C@H]1[C@H](NCCC1)CN1C(C2=CC=CC=C2C1=O)=O (2-(((2S,3R)-3-methylpiperidin-2-yl)methyl)isoindoline-1,3-dione), ClC1=NC=C(C=N1)C(F)(F)F (2-chloro-5-(trifluoromethyl)pyrimidine). The product is FC1=C(C(=CC=C1OC)N1N=CC=N1)C(=O)N1[C@@H]([C@@H](CCC1)C)CNC1=NC=C(C=N1)C(F)(F)F ((2-Fluoro-3-methoxy-6-(2H-1,2,3-triazol-2-yl)phenyl)((2S,3R)-3-methyl-2-(((5-(trifluoromethyl)pyrimidin-2-yl)amino)methyl)piperidin-1-yl)methanone). As a reaction SMILES: [F:1][C:2]1[C:10]([O:11][CH3:12])=[CH:9][CH:8]=[C:7]([N:13]2[N:17]=[CH:16][CH:15]=[N:14]2)[C:3]=1[C:4]([OH:6])=O.[CH3:18][C@@H:19]1[CH2:24][CH2:23][CH2:22][NH:21][C@@H:20]1[CH2:25][N:26]1[C:34](=O)C2C(=CC=CC=2)C1=O.ClC1[N:43]=[CH:42][C:41]([C:44]([F:47])([F:46])[F:45])=[CH:40][N:39]=1>>[F:1][C:2]1[C:10]([O:11][CH3:12])=[CH:9][CH:8]=[C:7]([N:13]2[N:17]=[CH:16][CH:15]=[N:14]2)[C:3]=1[C:4]([N:21]1[CH2:22][CH2:23][CH2:24][C@@H:19]([CH3:18])[C@H:20]1[CH2:25][NH:26][C:34]1[N:43]=[CH:42][C:41]([C:44]([F:47])([F:46])[F:45])=[CH:40][N:39]=1)=[O:6]. Procedure: The title compound was prepared following the same general protocol as described in Example A1, using 2-fluoro-3-methoxy-6-(2H-1,2,3-triazol-2-yl)benzoic acid, 2-(((2S,3R)-3-methylpiperidin-2-yl)methyl)isoindoline-1,3-dione and 2-chloro-5-(trifluoromethyl)pyrimidine. ESI-MS (m/z): 494 [M+1]+. 1H NMR (300 MHz, DMSO-d6) δ 8.75-6.95 (m, 7H), 5.00-2.70 (m, 8H), 2.00-0.65 (m, 8H). Reactants: [Si](C)(C)(C(C)(C)C)Cl (tert-butyl-dimethylsilylchloride), N1C=NC=C1 (imidazole), N1C=NC=C1 (imidazole), O[C@@H]1[C@@H]2CCCC([C@]2(CCC1)C)=O ((4aR,5S,8aS)-5-hydroxy-8a-methyl-octahydro-naphtalen-1-one), C(CCC)[Si](C)(C)Cl (butyl-dimethyl-silylchloride), atmosphere. Solvent: CN(C=O)C (dimethylformamide). Run at temperature 100 celsius, time 8 hour. The product is C(C)(C)(C)[Si](O[C@@H]1[C@@H]2CCCC([C@]2(CCC1)C)=O)(C)C ((4aR,5S,8aS)-5-(tert-butyl-dimethyl-silanyloxy)-8a-methyl-octahydro-naphtalen-1-one). RXN SMILES: [OH:1][C@H:2]1[CH2:11][CH2:10][CH2:9][C@@:8]2([CH3:12])[C@H:3]1[CH2:4][CH2:5][CH2:6][C:7]2=[O:13].C([Si](Cl)(C)C)CCC.N1C=CN=C1.[Si:27](Cl)([C:30]([CH3:33])([CH3:32])[CH3:31])([CH3:29])[CH3:28]>CN(C)C=O>[C:30]([Si:27]([CH3:29])([CH3:28])[O:1][C@H:2]1[CH2:11][CH2:10][CH2:9][C@@:8]2([CH3:12])[C@H:3]1[CH2:4][CH2:5][CH2:6][C:7]2=[O:13])([CH3:33])([CH3:32])[CH3:31]. Procedure: To a solution of 2.3 g (12.6 mMol) of (4aR,5S,8aS)-5-hydroxy-8a-methyl-octahydro-naphtalen-1-one in 63 ml of dimethylformamide are added under stirring and argon atmosphere 3.74 g (24.8 mMol) of tertio-butyl-dimethyl-silylchloride and 1.94 g (28.5 mMol) of imidazole. The reaction mixture is heated to 100° C. for 4 hours, then additional 3.74 g of tert-butyl-dimethylsilylchloride and 1.94 g of imidazole are added and the reaction mixture is kept overnight at 100° C. The reaction mixture is poured... Reactants: O=C1CCC2(CC1)OCCO2, CCCC[Sn](Cl)(Cl)CCCC, C1CCOC1, COC(=O)c1sc(-c2ccccc2)cc1N, [SiH3]c1ccccc1. Yields the product COC(=O)c1sc(-c2ccccc2)cc1NC1CCC2(CC1)OCCO2. As a reaction SMILES: [CH2:17]1[CH2:18][O:19][C:20]2([CH2:21][CH2:22][C:23](=[O:26])[CH2:24][CH2:25]2)[O:27]1.[CH2:28]([Sn:29]([Cl:30])([Cl:31])[CH2:32][CH2:33][CH2:34][CH3:35])[CH2:36][CH2:37][CH3:38].[CH2:46]1[O:47][CH2:48][CH2:49][CH2:50]1.[CH3:1][O:2][C:3](=[O:4])[c:5]1[s:6][c:7](-[c:11]2[cH:12][cH:13][cH:14][cH:15][cH:16]2)[cH:8][c:9]1[NH2:10].[c:39]1([SiH3:40])[cH:41][cH:42][cH:43][cH:44][cH:45]1>>[CH3:1][O:2][C:3](=[O:4])[c:5]1[s:6][c:7](-[c:11]2[cH:12][cH:13][cH:14][cH:15][cH:16]2)[cH:8][c:9]1[NH:10][CH:23]1[CH2:22][CH2:21][C:20]2([O:19][CH2:18][CH2:17][O:27]2)[CH2:25][CH2:24]1. Reactants: C=CCN(C(=O)OCc1ccccc1)c1cnc2n(c1=O)C(C(=O)NCc1ccc(C(=N)NC(=O)OCc3ccccc3)cc1)CC2(C)CC(=O)O, Nc1ccccc1. Product: C=CCN(C(=O)OCc1ccccc1)c1cnc2n(c1=O)C(C(=O)NCc1ccc(C(=N)NC(=O)OCc3ccccc3)cc1)CC2(C)CC(=O)Nc1ccccc1. RXN SMILES: [CH2:1]([CH:2]=[CH2:3])[N:4]([c:5]1[cH:6][n:7][c:8]2[n:9]([c:10]1=[O:11])[CH:12]([C:20]([NH:21][CH2:22][c:23]1[cH:24][cH:25][c:26]([C:29](=[NH:30])[NH:31][C:32](=[O:33])[O:34][CH2:35][c:36]3[cH:37][cH:38][cH:39][cH:40][cH:41]3)[cH:27][cH:28]1)=[O:42])[CH2:13][C:14]2([CH3:15])[CH2:16][C:17](=[O:18])[OH:19])[C:43](=[O:44])[O:45][CH2:46][c:47]1[cH:48][cH:49][cH:50][cH:51][cH:52]1.[NH2:53][c:54]1[cH:55][cH:56][cH:57][cH:58][cH:59]1>>[CH2:1]([CH:2]=[CH2:3])[N:4]([c:5]1[cH:6][n:7][c:8]2[n:9]([c:10]1=[O:11])[CH:12]([C:20]([NH:21][CH2:22][c:23]1[cH:24][cH:25][c:26]([C:29](=[NH:30])[NH:31][C:32](=[O:33])[O:34][CH2:35][c:36]3[cH:37][cH:38][cH:39][cH:40][cH:41]3)[cH:27][cH:28]1)=[O:42])[CH2:13][C:14]2([CH3:15])[CH2:16][C:17](=[O:19])[NH:53][c:54]1[cH:55][cH:56][cH:57][cH:58][cH:59]1)[C:43](=[O:44])[O:45][CH2:46][c:47]1[cH:48][cH:49][cH:50][cH:51][cH:52]1. Reactants: C(C=C)N1C(=NC=2N(C(N(C(C12)=O)C)=O)C)Cl (7-allyl-8-chloro-1,3-dimethyl-3,7-dihydropurine-2,6-dione), C[C@@H]1N[C@@H](CNC1)C (cis-2,6-dimethylpiperazine), N12CCCCCC2=NCCC1 (1,8-diazabicyclo[5.4.0]undec-7-ene). The solvent is CN1C(CCC1)=O (1-methyl-2-pyrrolidone), C(C)(=O)OCC (ethyl acetate), O (water). Run at temperature 150 celsius, time 50 minute. Product: C(C=C)N1C(=NC=2N(C(N(C(C12)=O)C)=O)C)N1CC(NC(C1)C)C (7-Allyl-8-(3,5-dimethylpiperazin-1-yl)-1,3-dimethyl-3,7-dihydropurine-2,6-dione). Yield: 42.5%. Reaction SMILES: [CH2:1]([N:4]1[C:12]2[C:11](=[O:13])[N:10]([CH3:14])[C:9](=[O:15])[N:8]([CH3:16])[C:7]=2[N:6]=[C:5]1Cl)[CH:2]=[CH2:3].[CH3:18][C@H:19]1[CH2:24][NH:23][CH2:22][C@@H:21]([CH3:25])[NH:20]1.N12CCCN=C1CCCCC2>CN1CCCC1=O.C(OCC)(=O)C.O>[CH2:1]([N:4]1[C:12]2[C:11](=[O:13])[N:10]([CH3:14])[C:9](=[O:15])[N:8]([CH3:16])[C:7]=2[N:6]=[C:5]1[N:23]1[CH2:22][CH:21]([CH3:25])[NH:20][CH:19]([CH3:18])[CH2:24]1)[CH:2]=[CH2:3]. Procedure: A suspension of 7-allyl-8-chloro-1,3-dimethyl-3,7-dihydropurine-2,6-dione (200 mg), cis-2,6-dimethylpiperazine (107 mg), and 1,8-diazabicyclo[5.4.0]undec-7-ene (128 μl) in 1-methyl-2-pyrrolidone (2 ml) was stirred at 150° C. for 50 minutes. The reaction mixture was diluted with ethyl acetate and water, and extracted with ethyl acetate. The aqueous layer was extracted with chloroform, and the combined organic layer was washed with water and dried over magnesium sulfate. The solvent was removed by...